From a dataset of the Open Reaction Database (ORD), a public repository of structured organic reaction records. describe an organic reaction: reactants, conditions, products, and yield Starting materials: COc1cc(OC)nc(OC(C(=O)O)C(SC)(c2ccccc2)c2ccccc2)n1, CC(=O)O, O, OO. Yields the product COc1cc(OC)nc(OC(C(=O)O)C(c2ccccc2)(c2ccccc2)S(C)=O)n1. As a reaction SMILES: [CH3:1][O:2][c:3]1[n:4][c:5]([O:11][CH:12]([C:13](=[O:14])[OH:15])[C:16]([c:17]2[cH:18][cH:19][cH:20][cH:21][cH:22]2)([c:23]2[cH:24][cH:25][cH:26][cH:27][cH:28]2)[S:29][CH3:30])[n:6][c:7]([O:9][CH3:10])[cH:8]1.[CH3:31][C:32]([OH:33])=[O:34].[OH2:37].[OH:35][OH:36]>>[CH3:1][O:2][c:3]1[n:4][c:5]([O:11][CH:12]([C:13](=[O:14])[OH:15])[C:16]([c:17]2[cH:18][cH:19][cH:20][cH:21][cH:22]2)([c:23]2[cH:24][cH:25][cH:26][cH:27][cH:28]2)[S:29]([CH3:30])=[O:33])[n:6][c:7]([O:9][CH3:10])[cH:8]1.